Dataset: the Open Reaction Database (ORD), a public repository of structured organic reaction records. Task: describe an organic reaction: reactants, conditions, products, and yield The reactants are C(C)(C)(C)OC(COC1=C(C=C(C=C1)Cl)C#C)=O (tert-butyl(4-chloro-2-ethynylphenoxy)acetate), BrC1=C(C=CC(=C1)S(=O)(=O)C(C)C)C (2-bromo-4-(isopropylsulfonyl)-1-methylbenzene), C(C)(C)(C)OC(COC1=C(C=C(C=C1)Cl)C#C)=O (tert-butyl(4-chloro-2-ethynylphenoxy)acetate), BrC1=C(C=CC(=C1)S(=O)(=O)C(C)C)C (2-bromo-4-(isopropylsulfonyl)-1-methylbenzene). Yields the product ClC1=CC(=C(OCC(=O)O)C=C1)C#CC1=C(C=CC(=C1)S(=O)(=O)C(C)C)C ((4-chloro-2-{[5-(isopropylsulfonyl)-2-methylphenyl]ethynyl}phenoxy)acetic acid). As a reaction SMILES: C([O:5][C:6](=[O:18])[CH2:7][O:8][C:9]1[CH:14]=[CH:13][C:12]([Cl:15])=[CH:11][C:10]=1[C:16]#[CH:17])(C)(C)C.Br[C:20]1[CH:25]=[C:24]([S:26]([CH:29]([CH3:31])[CH3:30])(=[O:28])=[O:27])[CH:23]=[CH:22][C:21]=1[CH3:32]>>[Cl:15][C:12]1[CH:13]=[CH:14][C:9]([O:8][CH2:7][C:6]([OH:5])=[O:18])=[C:10]([C:16]#[C:17][C:22]2[CH:23]=[C:24]([S:26]([CH:29]([CH3:30])[CH3:31])(=[O:27])=[O:28])[CH:25]=[CH:20][C:21]=2[CH3:32])[CH:11]=1. Reported procedure: Following the general method as outlined in Example 37, starting from tert-butyl(4-chloro-2-ethynyl phenoxy)acetate (Intermediate 3) and 2-bromo-4-(isopropylsulfonyl)-1-methylbenzene (Intermediate 64), the title compound was obtained as a yellow solid. Starting materials: Cc1cc(F)ccc1B(O)O, Cc1ccccc1, CCO, CCOC(=O)c1ccnc(Cl)c1, [Na+], [Na+], O=C([O-])[O-]. The product is CCOC(=O)c1ccnc(-c2ccc(F)cc2C)c1. RXN SMILES: [CH3:13][c:14]1[c:15]([B:21]([OH:22])[OH:23])[cH:16][cH:17][c:18]([F:20])[cH:19]1.[CH3:30][c:31]1[cH:32][cH:33][cH:34][cH:35][cH:36]1.[CH3:37][CH2:38][OH:39].[Cl:1][c:2]1[cH:3][c:4]([C:5](=[O:6])[O:7][CH2:8][CH3:9])[cH:10][cH:11][n:12]1.[Na+:24].[Na+:25].[O-:26][C:27](=[O:28])[O-:29]>>[c:2]1(-[c:15]2[c:14]([CH3:13])[cH:19][c:18]([F:20])[cH:17][cH:16]2)[cH:3][c:4]([C:5](=[O:6])[O:7][CH2:8][CH3:9])[cH:10][cH:11][n:12]1. The reactants are FC=1C=C(C=C(C1)F)C1(CN(CC1)C(=O)OC(C)(C)C)O (tert-butyl 3-(3,5-difluorophenyl)-3-hydroxypyrrolidin-1-carboxylate), FC(C(=O)O)(F)F (trifluoroacetic acid). Run in ClCCl (dichloromethane). Reaction conditions: time 1 hour. Yields the product FC=1C=C(C=C(C1)F)C1(CNCC1)O (3-(3,5-DIFLUOROPHENYL)PYRROLIDIN-3-OL). Yield: 46.2%. Reaction SMILES: [F:1][C:2]1[CH:3]=[C:4]([C:9]2([OH:21])[CH2:13][CH2:12][N:11](C(OC(C)(C)C)=O)[CH2:10]2)[CH:5]=[C:6]([F:8])[CH:7]=1.FC(F)(F)C(O)=O>ClCCl>[F:1][C:2]1[CH:3]=[C:4]([C:9]2([OH:21])[CH2:13][CH2:12][NH:11][CH2:10]2)[CH:5]=[C:6]([F:8])[CH:7]=1. Procedure: To a solution of tert-butyl 3-(3,5-difluorophenyl)-3-hydroxypyrrolidin-1-carboxylate (3.38 g, 11.3 mmol) in dichloromethane (100 mL), was added trifluoroacetic acid (10 mL). The mixture was stirred for 1 h at ambient temperature after which the solvent was evaporated. Purification on a Biotage Isolute SCX-3 SPE column (washed with methanol and eluted with methanol/triethylamine, 4:1) gave the title compound (1.04 g). MS m/z (rel. intensity, 70 eV) 199 (M+, bp), 141 (52), 127 (52), 114 (36), 113 ... Reactants: CS(=O)(=O)OCCC(C)N1CCN(CC1)C1=CC=C(C=C1)F (3-(4-(4-fluorophenyl) piperazin-1-yl)butyl methanesulfonate), [C-]#N.[K+] (potassium cyanide). Run in C(C)(=O)OCC (ethyl acetate), CN(C=O)C (N,N-dimethylformamide). Conditions: temperature 50 celsius, time 15 hour. The product is FC1=CC=C(C=C1)N1CCN(CC1)C(CCC#N)C (4-(4-(4-fluorophenyl) piperazin-1-yl)pentanenitrile). Isolated yield 73.0%. As a reaction SMILES: CS(O[CH2:6][CH2:7][CH:8]([N:10]1[CH2:15][CH2:14][N:13]([C:16]2[CH:21]=[CH:20][C:19]([F:22])=[CH:18][CH:17]=2)[CH2:12][CH2:11]1)[CH3:9])(=O)=O.[C-:23]#[N:24].[K+]>CN(C)C=O.C(OCC)(=O)C>[F:22][C:19]1[CH:20]=[CH:21][C:16]([N:13]2[CH2:14][CH2:15][N:10]([CH:8]([CH3:9])[CH2:7][CH2:6][C:23]#[N:24])[CH2:11][CH2:12]2)=[CH:17][CH:18]=1 |f:1.2|. Reported procedure: To a stirred solution of 3-(4-(4-fluorophenyl) piperazin-1-yl)butyl methanesulfonate (4.5 g, 13.62 mmol) in N,N-dimethylformamide (30 ml) was added potassium cyanide (2.66 g, 40.9 mmol) at 25° C. under nitrogen atmosphere. The reaction mixture was stirred at 50° C. for 15 h. Progress of reaction was monitored by TLC. The reaction mixture was diluted with ethyl acetate (150 ml) and washed with water (4×50 ml). The organic layer was dried over sodium sulphate and concentrated under reduced pressur...